Dataset: the Open Reaction Database (ORD), a public repository of structured organic reaction records. Task: describe an organic reaction: reactants, conditions, products, and yield The reactants are FC1=C(OC=2C=NC(=NC2)C(F)(F)F)C(=CC(=C1)C=C)F (5-(2,6-difluoro-4-vinylphenoxy)-2-(trifluoromethyl)pyrimidine), B1C2CCCC1CCC2 (9-BBN), OO (H2O2), [OH-].[Na+] (NaOH). The solvent is C1CCOC1 (THF). Run at time 8 hour. Yields the product FC=1C=C(C=O)C=C(C1OC=1C=NC(=NC1)C(F)(F)F)F (3,5-difluoro-4-((2-(trifluoromethyl)pyrimidin-5-yl)oxy)benzaldehyde). The yield is 152.4%. As a reaction SMILES: [F:1][C:2]1[CH:18]=[C:17]([CH:19]=C)[CH:16]=[C:15]([F:21])[C:3]=1[O:4][C:5]1[CH:6]=[N:7][C:8]([C:11]([F:14])([F:13])[F:12])=[N:9][CH:10]=1.B1C2CCCC1CCC2.[OH-:31].[Na+].OO>C1COCC1>[F:1][C:2]1[CH:18]=[C:17]([CH:16]=[C:15]([F:21])[C:3]=1[O:4][C:5]1[CH:6]=[N:7][C:8]([C:11]([F:14])([F:13])[F:12])=[N:9][CH:10]=1)[CH:19]=[O:31] |f:2.3|. Reported procedure: To the solution of 5-(2,6-difluoro-4-vinylphenoxy)-2-(trifluoromethyl)pyrimidine (1.67 g, 5.53 mmol) in dry THF (25 mL), was added 9-BBN (20 ml, 10.00 mmol) at 0° C. The mixture was stirred at room temperature overnight, and quenched with water (2 mL), followed by aq. NaOH (7 mL, 21.0 mmol), and 30% H2O2 (7 mL, 5.53 mmol). The reaction mixture was heated at 50° C. for 3 h. Then THF was removed under reduced pressure, and the residue was diluted with EA. The organic layer was washed with water an... The reactants are C1CCOC1, COCCOc1cc2ncnc(Oc3cccc(N)c3)c2cc1OC, CN(C)c1ccncc1, Cc1ccc(-n2nc(C(F)(F)F)cc2NC(=O)Oc2ccccc2)cc1. Yields the product COCCOc1cc2ncnc(Oc3cccc(NC(=O)Nc4cc(C(F)(F)F)nn4-c4ccc(C)cc4)c3)c2cc1OC. Reaction SMILES: [CH2:61]1[O:62][CH2:63][CH2:64][CH2:65]1.[CH3:27][O:28][c:29]1[cH:30][c:31]2[c:32]([O:44][c:45]3[cH:46][c:47]([NH2:48])[cH:49][cH:50][cH:51]3)[n:33][cH:34][n:35][c:36]2[cH:37][c:38]1[O:39][CH2:40][CH2:41][O:42][CH3:43].[CH3:52][N:53]([CH3:54])[c:55]1[cH:56][cH:57][n:58][cH:59][cH:60]1.[c:1]1([CH3:26])[cH:2][cH:3][c:4](-[n:7]2[n:8][c:9]([C:22]([F:23])([F:24])[F:25])[cH:10][c:11]2[NH:12][C:13]([O:14][c:15]2[cH:16][cH:17][cH:18][cH:19][cH:20]2)=[O:21])[cH:5][cH:6]1>>[c:1]1([CH3:26])[cH:2][cH:3][c:4](-[n:7]2[n:8][c:9]([C:22]([F:23])([F:24])[F:25])[cH:10][c:11]2[NH:12][C:13](=[O:21])[NH:48][c:47]2[cH:46][c:45]([O:44][c:32]3[c:31]4[cH:30][c:29]([O:28][CH3:27])[c:38]([O:39][CH2:40][CH2:41][O:42][CH3:43])[cH:37][c:36]4[n:35][cH:34][n:33]3)[cH:51][cH:50][cH:49]2)[cH:5][cH:6]1. Reaction SMILES: Br[CH:2]([CH2:9][C:10]([Cl:13])([Cl:12])Cl)[C:3]([CH3:8])([CH3:7])[CH2:4][C:5]#[N:6].[Na]>C(O)C>[C:5]([CH:4]1[C:3]([CH3:7])([CH3:8])[CH:2]1[CH:9]=[C:10]([Cl:12])[Cl:13])#[N:6] |^1:13|. Starting materials: [Na] (sodium), BrC(C(CC#N)(C)C)CC(Cl)(Cl)Cl (3-bromo-1-cyano-2,2-dimethyl-5,5,5-trichloropentane). Run in C(C)O (ethanol), C(C)O (ethanol). The product is C(#N)C1C(C1(C)C)C=C(Cl)Cl (1-cyano 2-(2,2,-dichlorovinyl)-3,3-dimethylcyclopropane). Procedure details: A mixture of 3-bromo-1-cyano-2,2-dimethyl-5,5,5-trichloropentane (0.5 g.) and a solution of sodium (0.2 g.) in ethanol (10 ml.) is refluxed for 2 hours after which the ethanol is removed by evaporation under reduced pressure. The residue is partitioned between chloroform (20 ml.) and water (20 ml.) and the chloroform layer separated, washed with water and dried over anhydrous magnesium sulphate. Removal of the solvent by evaporation under reduced pressure yields 1-cyano 2-(2,2,-dichlorovinyl)-3,...